describe an organic reaction: reactants, conditions, products, and yield From a dataset of the Open Reaction Database (ORD), a public repository of structured organic reaction records. The reactants are C, CCN(C(C)C)C(C)C, ClCCl, Cc1cc(CCC(=O)c2sc(C)c3c2CCC(C)(C)C3)cc(C)c1OCCCO, O=S(=O)(Cl)Cl. The product is Cc1cc(CCC(=O)c2sc(C)c3c2CCC(C)(C)C3)cc(C)c1OCCCOS(C)(=O)=O. RXN SMILES: [CH4:44].[CH:30]([N:31]([CH2:32][CH3:33])[CH:34]([CH3:35])[CH3:36])([CH3:37])[CH3:38].[Cl:45][CH2:46][Cl:47].[OH:1][CH2:2][CH2:3][CH2:4][O:5][c:6]1[c:7]([CH3:29])[cH:8][c:9]([CH2:13][CH2:14][C:15](=[O:16])[c:17]2[s:18][c:19]([CH3:28])[c:20]3[c:21]2[CH2:22][CH2:23][C:24]([CH3:26])([CH3:27])[CH2:25]3)[cH:10][c:11]1[CH3:12].[S:39](=[O:40])(=[O:41])([Cl:42])[Cl:43]>>[O:1]([CH2:2][CH2:3][CH2:4][O:5][c:6]1[c:7]([CH3:29])[cH:8][c:9]([CH2:13][CH2:14][C:15](=[O:16])[c:17]2[s:18][c:19]([CH3:28])[c:20]3[c:21]2[CH2:22][CH2:23][C:24]([CH3:26])([CH3:27])[CH2:25]3)[cH:10][c:11]1[CH3:12])[S:39](=[O:40])(=[O:41])[CH3:44]. The reactants are N([C@@H](CC1=CC=C(C=C1)F)C(=O)O)C(=O)OC(C)(C)C (Boc-Phe(4-F)-OH), C(C)I (ethyl iodide), [H-].[Na+] (sodium hydride), O (water). Solvent: C1CCOC1.CN(C)C=O (THF DMF). Run at time 19 hour. Yields the product N([C@@H](CC1=CC=C(C=C1)F)C(=O)O)(CC)C(=O)OC(C)(C)C (Boc-N-Et-Phe(4-F)-OH). Isolated yield 54.0%. RXN SMILES: [NH:1]([C:14]([O:16][C:17]([CH3:20])([CH3:19])[CH3:18])=[O:15])[C@H:2]([C:11]([OH:13])=[O:12])[CH2:3][C:4]1[CH:9]=[CH:8][C:7]([F:10])=[CH:6][CH:5]=1.[CH2:21](I)[CH3:22].[H-].[Na+].O>C1COCC1.CN(C=O)C>[N:1]([C:14]([O:16][C:17]([CH3:20])([CH3:19])[CH3:18])=[O:15])([CH2:21][CH3:22])[C@H:2]([C:11]([OH:13])=[O:12])[CH2:3][C:4]1[CH:5]=[CH:6][C:7]([F:10])=[CH:8][CH:9]=1 |f:2.3,5.6|. Reported procedure: To a solution of Boc-Phe(4-F)-OH (1.0 g, 3.53 mmol) in THF/DMF (6 ml/1.5 ml), ethyl iodide (2.24 ml, 20.8 mmol) and 60% sodium hydride (422 mg, 10.6 mmol) were added under cooling with ice and stirred at room temperature for 19 hours. The reaction mixture was mixed with water slowly and then with a saturated aqueous NH4Cl solution and extracted with ethyl acetate. The extract was washed with water and saturated brine, dried over anhydrous magnesium sulfate and concentrated under reduced pressure... The reactants are Cl (HCl), CC1=C(SC2=C1N=C(N=C2N2CCOCC2)C=2C=NC(=NC2)N)CN2CCNCC2 (5-(7-methyl-4-morpholino-6-(piperazin-1-ylmethyl)thieno[3,2-d]pyrimidin-2-yl)pyrimidin-2-amine), OC(C(=O)O)(C)C (2-hydroxy-2-methylpropanoic acid). The product is NC1=NC=C(C=N1)C=1N=C(C2=C(N1)C(=C(S2)CN2CCN(CC2)C(C(C)(C)O)=O)C)N2CCOCC2 (1-(4-((2-(2-aminopyrimidin-5-yl)-7-methyl-4-morpholinothieno[3,2-d]pyrimidin-6-yl)methyl)piperazin-1-yl)-2-hydroxy-2-methylpropan-1-one). Yield: 65.6%. Reaction SMILES: Cl.[CH3:2][C:3]1[C:7]2[N:8]=[C:9]([C:18]3[CH:19]=[N:20][C:21]([NH2:24])=[N:22][CH:23]=3)[N:10]=[C:11]([N:12]3[CH2:17][CH2:16][O:15][CH2:14][CH2:13]3)[C:6]=2[S:5][C:4]=1[CH2:25][N:26]1[CH2:31][CH2:30][NH:29][CH2:28][CH2:27]1.[OH:32][C:33]([CH3:38])([CH3:37])[C:34](O)=[O:35]>>[NH2:24][C:21]1[N:20]=[CH:19][C:18]([C:9]2[N:10]=[C:11]([N:12]3[CH2:13][CH2:14][O:15][CH2:16][CH2:17]3)[C:6]3[S:5][C:4]([CH2:25][N:26]4[CH2:31][CH2:30][N:29]([C:34](=[O:35])[C:33]([OH:32])([CH3:38])[CH3:37])[CH2:28][CH2:27]4)=[C:3]([CH3:2])[C:7]=3[N:8]=2)=[CH:23][N:22]=1. Reported procedure: Crude HCl salt of 5-(7-methyl-4-morpholino-6-(piperazin-1-ylmethyl)thieno[3,2-d]pyrimidin-2-yl)pyrimidin-2-amine (74 mg) was reacted with 40 mg 2-hydroxy-2-methylpropanoic acid via General Procedure B to give 58.3 mg of 357 after reverse phase HPLC purification. MS (Q1) 513.3 (M)+. Starting materials: Wittig reagent, [Cl-].C1(=CC=CC=C1)[P+](CC=1C=NC=CC1)(C1=CC=CC=C1)C1=CC=CC=C1 (Triphenyl(pyridin-3-yl-methyl)phosphonium chloride), Wittig reagent, [H-].[Na+] (NaH), C1(NN=C(C2=CC=CC=C12)C=O)=O (phthalazin-1(2H)-one-4-carbaldehyde). Solvent: CS(=O)C (DMSO), CCCCCC (hexane), CS(=O)C (DMSO), CS(=O)C (DMSO). Conditions: time 75 minute. The product is N1=CC(=CC=C1)\C=C/C1=NNC(C2=CC=CC=C12)=O (Z-4-[2-(Pyridin-3-yl)vinyl]phthalazin-1(2H)-one). As a reaction SMILES: [H-].[Na+].[Cl-].C1([P+](C2C=CC=CC=2)(C2C=CC=CC=2)[CH2:11][C:12]2[CH:13]=[N:14][CH:15]=[CH:16][CH:17]=2)C=CC=CC=1.[C:30]1(=[O:42])[C:39]2[C:34](=[CH:35][CH:36]=[CH:37][CH:38]=2)[C:33]([CH:40]=O)=[N:32][NH:31]1>CCCCCC.CS(C)=O>[N:14]1[CH:15]=[CH:16][CH:17]=[C:12](/[CH:11]=[CH:40]\[C:33]2[C:34]3[C:39](=[CH:38][CH:37]=[CH:36][CH:35]=3)[C:30](=[O:42])[NH:31][N:32]=2)[CH:13]=1 |f:0.1,2.3|. Reported procedure: Under N2 atmosphere, 723 mg NaH (60% in oil; 18.1 mmol) is washed twice with hexane, 21 ml DMSO is added, and the mixture heated for 20 min to 70° C. (gas evolution). After cooling to RT, the mixture is diluted with 15 ml DMSO, 6.71 g (17.2 mmol) triphenyl(pyridin-3-yl-methyl)phosphonium chloride (for preparation, see 1a) is added in portions, and the blackish-yellow solution is stirred for 10 min (Wittig reagent). A second flask is prepared with 3.0 g (17.2 mmol) phthalazin-1(2H)-one-4-carbalde... Starting materials: BrC=1C=C(C=C(C1)OCC1=CC=C(C=C1)OC)C(O)C=1C=NC(=CC1)OC ([3-bromo-5-(4-methoxy-benzyloxy)-phenyl]-(6-methoxy-pyridin-3-yl)-methanol), CC(=O)OI1(C=2C=CC=CC2C(=O)O1)(OC(=O)C)OC(=O)C (Dess-Martin reagent), C(=O)(O)[O-].[Na+] (NaHCO3), [O-]S(=O)(=S)[O-].[Na+].[Na+] (Na2S2O3). The solvent is C(Cl)Cl (methylene chloride). Run at time 1 hour. Yields the product BrC=1C=C(C=C(C1)OCC1=CC=C(C=C1)OC)C(=O)C=1C=NC(=CC1)OC ([3-bromo-5-(4-methoxy-benzyloxy)-phenyl]-(6-methoxy-pyridin-3-yl)-methanone). As a reaction SMILES: [Br:1][C:2]1[CH:3]=[C:4]([CH:18]([C:20]2[CH:21]=[N:22][C:23]([O:26][CH3:27])=[CH:24][CH:25]=2)[OH:19])[CH:5]=[C:6]([O:8][CH2:9][C:10]2[CH:15]=[CH:14][C:13]([O:16][CH3:17])=[CH:12][CH:11]=2)[CH:7]=1.CC(OI1(OC(C)=O)(OC(C)=O)OC(=O)C2C=CC=CC1=2)=O.C([O-])(O)=O.[Na+].[O-]S([O-])(=S)=O.[Na+].[Na+]>C(Cl)Cl>[Br:1][C:2]1[CH:3]=[C:4]([C:18]([C:20]2[CH:21]=[N:22][C:23]([O:26][CH3:27])=[CH:24][CH:25]=2)=[O:19])[CH:5]=[C:6]([O:8][CH2:9][C:10]2[CH:15]=[CH:14][C:13]([O:16][CH3:17])=[CH:12][CH:11]=2)[CH:7]=1 |f:2.3,4.5.6|. Procedure: To [3-bromo-5-(4-methoxy-benzyloxy)-phenyl]-(6-methoxy-pyridin-3-yl)-methanol in methylene chloride (5 mL) at room temperature was added Dess-Martin reagent. The resulting reaction mixture was stirred at room temperature for 1 h. Sat. NaHCO3 and Na2S2O3 were then added and the stirring was continued until both phases become clear. The organic phase was separated, dried and concentrated to provide [3-bromo-5-(4-methoxy-benzyloxy)-phenyl]-(6-methoxy-pyridin-3-yl)-methanone which was carried on to ... Starting materials: C(C)(C)(C)C1=CC(=C(C=C1)C=1N([C@@H]([C@@H](N1)C1=CC=C(C=C1)Cl)C1=CC=C(C=C1)Cl)C(=O)Cl)OCC ((4S,5R)-2-(4-tert-butyl-2-ethoxy-phenyl)-4,5-bis-(4-chloro-phenyl)-4,5-dihydro-imidazole-1-carbonyl chloride), CON(C(CN1CCNCC1)=O)C (N-methoxy-N-methyl-2-piperazin-1-yl-acetamide). The product is Cl.C(C)(C)(C)C1=CC(=C(C=C1)C=1N([C@@H]([C@@H](N1)C1=CC=C(C=C1)Cl)C1=CC=C(C=C1)Cl)C(=O)N1CCN(CC1)CC(=O)N(C)OC)OCC (2-{4-[(4S,5R)-2-(4-tert-Butyl-2-ethoxy-phenyl)-4,5-bis-(4-chloro-phenyl)-4,5-dihydro-imidazole-1-carbonyl]-piperazin-1-yl}-N-methoxy-N-methyl-acetamide hydrochloride). RXN SMILES: [C:1]([C:5]1[CH:10]=[CH:9][C:8]([C:11]2[N:12]([C:30](Cl)=[O:31])[C@H:13]([C:23]3[CH:28]=[CH:27][C:26]([Cl:29])=[CH:25][CH:24]=3)[C@H:14]([C:16]3[CH:21]=[CH:20][C:19]([Cl:22])=[CH:18][CH:17]=3)[N:15]=2)=[C:7]([O:33][CH2:34][CH3:35])[CH:6]=1)([CH3:4])([CH3:3])[CH3:2].[CH3:36][O:37][N:38]([CH3:48])[C:39](=[O:47])[CH2:40][N:41]1[CH2:46][CH2:45][NH:44][CH2:43][CH2:42]1>>[ClH:22].[C:1]([C:5]1[CH:10]=[CH:9][C:8]([C:11]2[N:12]([C:30]([N:44]3[CH2:43][CH2:42][N:41]([CH2:40][C:39]([N:38]([O:37][CH3:36])[CH3:48])=[O:47])[CH2:46][CH2:45]3)=[O:31])[C@H:13]([C:23]3[CH:24]=[CH:25][C:26]([Cl:29])=[CH:27][CH:28]=3)[C@H:14]([C:16]3[CH:17]=[CH:18][C:19]([Cl:22])=[CH:20][CH:21]=3)[N:15]=2)=[C:7]([O:33][CH2:34][CH3:35])[CH:6]=1)([CH3:4])([CH3:2])[CH3:3] |f:2.3|. Procedure: 2-{4-[(4S,5R)-2-(4-tert-Butyl-2-ethoxy-phenyl)-4,5-bis-(4-chloro-phenyl)-4,5-dihydro-imidazole-1-carbonyl]-piperazin-1-yl}-N-methoxy-N-methyl-acetamide hydrochloride was prepared from (4S,5R)-2-(4-tert-butyl-2-ethoxy-phenyl)-4,5-bis-(4-chloro-phenyl)-4,5-dihydro-imidazole-1-carbonyl chloride (example 11) and N-methoxy-N-methyl-2-piperazin-1-yl-acetamide (example 16b) in an analogous manner as described in example 25. LR-MS: 680.5 [(M+H)+]